This data is from the Open Reaction Database (ORD), a public repository of structured organic reaction records. The task is: describe an organic reaction: reactants, conditions, products, and yield Starting materials: O=C([O-])[O-], OB(O)c1ccc(OCc2ccccc2)c(F)c1, O=c1[nH]c(Cc2ccccc2)ncc1Br, [Cl-], [Li+], [Na+], [Na+], C1COCCO1, c1ccc(P(c2ccccc2)(c2ccccc2)[Pd](P(c2ccccc2)(c2ccccc2)c2ccccc2)(P(c2ccccc2)(c2ccccc2)c2ccccc2)P(c2ccccc2)(c2ccccc2)c2ccccc2)cc1. Product: O=c1[nH]c(Cc2ccccc2)ncc1-c1ccc(OCc2ccccc2)c(F)c1. Reaction SMILES: [C:42](=[O:43])([O-:44])[O-:45].[CH2:16]([c:17]1[cH:18][cH:19][cH:20][cH:21][cH:22]1)[O:23][c:24]1[c:25]([F:33])[cH:26][c:27]([B:30]([OH:31])[OH:32])[cH:28][cH:29]1.[CH2:1]([c:2]1[cH:3][cH:4][cH:5][cH:6][cH:7]1)[c:8]1[n:9][cH:10][c:11]([Br:15])[c:12](=[O:14])[nH:13]1.[Cl-:35].[Li+:34].[Na+:46].[Na+:47].[O:36]1[CH2:37][CH2:38][O:39][CH2:40][CH2:41]1.[cH:48]1[cH:49][cH:50][c:51]([P:52]([Pd:53]([P:54]([c:55]2[cH:56][cH:57][cH:58][cH:59][cH:60]2)([c:61]2[cH:62][cH:63][cH:64][cH:65][cH:66]2)[c:67]2[cH:68][cH:69][cH:70][cH:71][cH:72]2)([P:73]([c:74]2[cH:75][cH:76][cH:77][cH:78][cH:79]2)([c:80]2[cH:81][cH:82][cH:83][cH:84][cH:85]2)[c:86]2[cH:87][cH:88][cH:89][cH:90][cH:91]2)[P:92]([c:93]2[cH:94][cH:95][cH:96][cH:97][cH:98]2)([c:99]2[cH:100][cH:101][cH:102][cH:103][cH:104]2)[c:105]2[cH:106][cH:107][cH:108][cH:109][cH:110]2)([c:111]2[cH:112][cH:113][cH:114][cH:115][cH:116]2)[c:117]2[cH:118][cH:119][cH:120][cH:121][cH:122]2)[cH:123][cH:124]1>>[CH2:1]([c:2]1[cH:3][cH:4][cH:5][cH:6][cH:7]1)[c:8]1[n:9][cH:10][c:11](-[c:27]2[cH:26][c:25]([F:33])[c:24]([O:23][CH2:16][c:17]3[cH:18][cH:19][cH:20][cH:21][cH:22]3)[cH:29][cH:28]2)[c:12](=[O:14])[nH:13]1. The reactants are [BH4-], CO, [Cl-], Cc1nc2c([nH]1)-c1cc(Cl)ccc1N(C(=O)c1ccc(C#N)c(C)c1)CC2, Cl[Co]Cl, [NH4+], [Na+], O, O, O, O, O, O. Yields the product Cc1nc2c([nH]1)-c1cc(Cl)ccc1N(C(=O)c1ccc(CN)c(C)c1)CC2. RXN SMILES: [BH4-:28].[CH3:32][OH:33].[Cl-:30].[Cl:1][c:2]1[cH:3][cH:4][c:5]2[c:6]([cH:27]1)-[c:7]1[nH:8][c:9]([CH3:26])[n:10][c:11]1[CH2:12][CH2:13][N:14]2[C:15](=[O:16])[c:17]1[cH:18][c:19]([CH3:25])[c:20]([C:21]#[N:22])[cH:23][cH:24]1.[Co:40]([Cl:41])[Cl:42].[NH4+:31].[Na+:29].[OH2:34].[OH2:35].[OH2:36].[OH2:37].[OH2:38].[OH2:39]>>[Cl:1][c:2]1[cH:3][cH:4][c:5]2[c:6]([cH:27]1)-[c:7]1[nH:8][c:9]([CH3:26])[n:10][c:11]1[CH2:12][CH2:13][N:14]2[C:15](=[O:16])[c:17]1[cH:18][c:19]([CH3:25])[c:20]([CH2:21][NH2:22])[cH:23][cH:24]1. Reactants: OC1C(C(C2(CO2)CC1)C1(OC1CC=C(C)C)C)OC (6-hydroxy-5-methoxy-4-[2-methyl-3-(3-methyl-2-butenyl)oxiranyl]-1-oxaspiro[2,5]octane), ClC(=O)OC1=CC=C(C=C1)[N+](=O)[O-] (p-nitrophenyl chloroformate), C(C)S(=O)(=O)Cl (ethanesulfonyl chloride), N1CCNCC1 (piperazine). The solvent is ClCCl (dichloromethane), N1=CC=CC=C1 (pyridine), C(C)OCC (diethyl ether). Reaction conditions: time 3 hour. Product: C(C)S(=O)(=O)N1CCN(CC1)C(=O)OC1C(C(C2(CO2)CC1)C1(OC1CC=C(C)C)C)OC (6-[4-(ethanesulfonyl)piperazin-1-ylcarbonyloxy]-5-methoxy-4-[2-methyl-3-(3-methyl-2-butenyl)oxiranyl]-1-oxaspiro[2,5)octane). Reaction SMILES: [OH:1][CH:2]1[CH2:9][CH2:8][C:5]2([O:7][CH2:6]2)[CH:4]([C:10]2([CH3:18])[CH:12]([CH2:13][CH:14]=[C:15]([CH3:17])[CH3:16])[O:11]2)[CH:3]1[O:19][CH3:20].Cl[C:22](OC1C=CC([N+]([O-])=O)=CC=1)=[O:23].[NH:34]1[CH2:39][CH2:38][NH:37][CH2:36][CH2:35]1.[CH2:40]([S:42](Cl)(=[O:44])=[O:43])[CH3:41]>ClCCl.C(OCC)C.N1C=CC=CC=1>[CH2:40]([S:42]([N:34]1[CH2:39][CH2:38][N:37]([C:22]([O:1][CH:2]2[CH2:9][CH2:8][C:5]3([O:7][CH2:6]3)[CH:4]([C:10]3([CH3:18])[CH:12]([CH2:13][CH:14]=[C:15]([CH3:17])[CH3:16])[O:11]3)[CH:3]2[O:19][CH3:20])=[O:23])[CH2:36][CH2:35]1)(=[O:44])=[O:43])[CH3:41]. Procedure: A mixture of 6-hydroxy-5-methoxy-4-[2-methyl-3-(3-methyl-2-butenyl)oxiranyl]-1-oxaspiro[2,5]octane (400 mg), p-nitrophenyl chloroformate (570 mg) and pyridine (1.37 ml) in dichloromethane (6 ml) was stirred for 3 hours at ambient temperature and then piperazine (1.0 g) was added thereto. After stirring at ambient temperature for half an hour, the mixture was treated with ethanesulfonyl chloride (183 mg). The reaction mixture was stirred for 15 minutes at 0° C. and for 3 hours at ambient temperat... Run at time 16 hour. Reactants: BrC=1C=NC2=C(C=CN=C2C1)Cl (3-bromo-8-chloro-1,5-naphthyridine), C1(=CC=CC=C1)C(=N)C1=CC=CC=C1 (diphenylmethanimine), C=1C=CC(=CC1)P(C=2C=CC=CC2)C3=CC=C4C=CC=CC4=C3C5=C6C=CC=CC6=CC=C5P(C=7C=CC=CC7)C=8C=CC=CC8 (BINAP), CC(C)([O-])C.[Na+] (sodium tert-butoxide). Reported procedure: A 25 ml round bottom flask set up under nitrogen was charged with Pd2(dba)3 (301 mg, 0.33 mmol), BINAP (614 mg, 0.99 mmol) and sodium tert-butoxide (237 mg, 2.46 mmol). System was purged with Argon and 3-bromo-8-chloro-1,5-naphthyridine (400 mg, 1.64 mmol), diphenylmethanimine (0.28 mL, 1.64 mmol), and toluene (1M, 1.64 mL) were added. This was placed in a preheated oil bath at 80° C. and stirred at this temperature for 16 hours. Reaction cooled to room temperature, diluted with dichloromethane,... Yields the product ClC=1C=CN=C2C=C(C=NC12)N=C(C1=CC=CC=C1)C1=CC=CC=C1 (8-chloro-N-(diphenylmethylene)-1,5-naphthyridin-3-amine). The reagents and catalysts are C=1C=CC(=CC1)/C=C/C(=O)/C=C/C2=CC=CC=C2.C=1C=CC(=CC1)/C=C/C(=O)/C=C/C2=CC=CC=C2.C=1C=CC(=CC1)/C=C/C(=O)/C=C/C2=CC=CC=C2.[Pd].[Pd] (Pd2(dba)3). Solvent: C1(=CC=CC=C1)C (toluene), ClCCl (dichloromethane). The yield is 49.7%. RXN SMILES: C1C=CC(P(C2C(C3C(P(C4C=CC=CC=4)C4C=CC=CC=4)=CC=C4C=3C=CC=C4)=C3C(C=CC=C3)=CC=2)C2C=CC=CC=2)=CC=1.CC(C)([O-])C.[Na+].Br[C:54]1[CH:55]=[N:56][C:57]2[C:62]([CH:63]=1)=[N:61][CH:60]=[CH:59][C:58]=2[Cl:64].[C:65]1([C:71]([C:73]2[CH:78]=[CH:77][CH:76]=[CH:75][CH:74]=2)=[NH:72])[CH:70]=[CH:69][CH:68]=[CH:67][CH:66]=1>ClCCl.C1C=CC(/C=C/C(/C=C/C2C=CC=CC=2)=O)=CC=1.C1C=CC(/C=C/C(/C=C/C2C=CC=CC=2)=O)=CC=1.C1C=CC(/C=C/C(/C=C/C2C=CC=CC=2)=O)=CC=1.[Pd].[Pd].C1(C)C=CC=CC=1>[Cl:64][C:58]1[CH:59]=[CH:60][N:61]=[C:62]2[C:57]=1[N:56]=[CH:55][C:54]([N:72]=[C:71]([C:65]1[CH:70]=[CH:69][CH:68]=[CH:67][CH:66]=1)[C:73]1[CH:78]=[CH:77][CH:76]=[CH:75][CH:74]=1)=[CH:63]2 |f:1.2,6.7.8.9.10|. Starting materials: C(=O)(OC)C1=CC2CC[C@H]3[C@@H]4CC[C@@H]([C@@]4(C)CC[C@@H]3[C@]2(CC1)C)C(=O)O (3-Carbomethoxy-3-androstene-17β-carboxylic acid), C(C(=O)Cl)(=O)Cl (oxalyl chloride). Run in C1(=CC=CC=C1)C (toluene). Run at time 1 hour. Product: C(=O)(OC)C1=CC2CC[C@H]3[C@@H]4CCC[C@@]4(C)CC[C@@H]3[C@]2(CC1)C (3-carbomethoxy-3-androstene). Reaction SMILES: [C:1]([C:5]1[CH2:22][CH2:21][C@@:20]2([CH3:23])[CH:7]([CH2:8][CH2:9][C@@H:10]3[C@@H:19]2[CH2:18][CH2:17][C@@:15]2([CH3:16])[C@H:11]3[CH2:12][CH2:13][C@@H:14]2C(O)=O)[CH:6]=1)([O:3][CH3:4])=[O:2].C(Cl)(=O)C(Cl)=O>C1(C)C=CC=CC=1>[C:1]([C:5]1[CH2:22][CH2:21][C@@:20]2([CH3:23])[CH:7]([CH2:8][CH2:9][C@@H:10]3[C@@H:19]2[CH2:18][CH2:17][C@@:15]2([CH3:16])[C@H:11]3[CH2:12][CH2:13][CH2:14]2)[CH:6]=1)([O:3][CH3:4])=[O:2]. Procedure details: 3-Carbomethoxy-3-androstene-17β-carboxylic acid, (360 mg, 0.78 mmol) was suspended in 10 ml of dry toluene and treated with 0.4 ml of oxalyl chloride for 2 hours under argon. The reaction mixture was then evaporated (1 mm Hg) and the residue was dissolved in 10 ml dry THF. A solution of 0.6 ml diisopropylamine in 2 ml dry THF was added and the reaction mixture stirred for 1 hour. The mixture was diluted with ice water and extracted with dichlorome thane. The organic layer was then washed twice w... The reactants are COc1ccc(Br)c(C(=O)O)c1, [Li]CCCC, COc1cc(OC)cc(C(=O)N(C)OC)c1, CC(C)OC(C)C. The product is COc1cc(OC)cc(C(=O)c2ccc(OC)cc2C(=O)O)c1. As a reaction SMILES: [Br:1][c:2]1[c:3]([C:4](=[O:5])[OH:6])[cH:7][c:8]([O:11][CH3:12])[cH:9][cH:10]1.[CH2:13]([Li:14])[CH2:15][CH2:16][CH3:17].[CH3:18][O:19][c:20]1[cH:21][c:22]([C:23](=[O:24])[N:25]([O:26][CH3:27])[CH3:28])[cH:29][c:30]([O:32][CH3:33])[cH:31]1.[CH:34]([O:35][CH:36]([CH3:37])[CH3:38])([CH3:39])[CH3:40]>>[c:2]1([C:23]([c:22]2[cH:21][c:20]([O:19][CH3:18])[cH:31][c:30]([O:32][CH3:33])[cH:29]2)=[O:24])[c:3]([C:4](=[O:5])[OH:6])[cH:7][c:8]([O:11][CH3:12])[cH:9][cH:10]1. Reactants: C1(=CC=CC=C1)C(CCOC(CC(=O)CCl)=O)C1=CC=CC=C1 ((3,3-diphenylpropane-1-yl)4-chloroacetoacetate), CO (methanol), N1=C(C=CC=C1)CCO (2-(pyridine-2-yl)ethanol), [H-].[Na+] (sodium hydride). Solvent: C1CCOC1 (THF), C1CCOC1 (THF). Run at time 30 minute. Product: C1(=CC=CC=C1)C(CCOC(CC(COCCC1=NC=CC=C1)=O)=O)C1=CC=CC=C1 ((3,3-diphenylpropane-1-yl)3-oxo-4-(2-(pyridine-2-yl)ethoxy)butanoate). Reaction SMILES: [N:1]1[CH:6]=[CH:5][CH:4]=[CH:3][C:2]=1[CH2:7][CH2:8][OH:9].[H-].[Na+].[C:12]1([CH:18]([C:29]2[CH:34]=[CH:33][CH:32]=[CH:31][CH:30]=2)[CH2:19][CH2:20][O:21][C:22](=[O:28])[CH2:23][C:24]([CH2:26]Cl)=[O:25])[CH:17]=[CH:16][CH:15]=[CH:14][CH:13]=1.CO>C1COCC1>[C:12]1([CH:18]([C:29]2[CH:34]=[CH:33][CH:32]=[CH:31][CH:30]=2)[CH2:19][CH2:20][O:21][C:22](=[O:28])[CH2:23][C:24](=[O:25])[CH2:26][O:9][CH2:8][CH2:7][C:2]2[CH:3]=[CH:4][CH:5]=[CH:6][N:1]=2)[CH:13]=[CH:14][CH:15]=[CH:16][CH:17]=1 |f:1.2|. Reported procedure: 503 mg (4.08 mmol) of 2-(pyridine-2-yl)ethanol was added dropwise to a suspension of 326 mg (8.16 mmol) of sodium hydride (60% oily) in 10 ml of THF at 0° C., and they were stirred for 30 minutes. A solution of 0.90 mg (2.72 mmol) of (3,3-diphenylpropane-1-yl)4-chloroacetoacetate in 3 ml of THF was added dropwise to the reaction mixture, and they were stirred at room temperature overnight. After the addition of methanol, the reaction mixture was concentrated and fractionated with ethyl acetate a...